Dataset: the Open Reaction Database (ORD), a public repository of structured organic reaction records. Task: describe an organic reaction: reactants, conditions, products, and yield Reactants: CC#N, C#CC1CCC(C#N)N1C(=O)CCl, CC(C)(N)COc1ccc(C#N)cn1. Product: C#CC1CCC(C#N)N1C(=O)CNC(C)(C)COc1ccc(C#N)cn1. Reaction SMILES: [CH3:28][C:29]#[N:30].[Cl:1][CH2:2][C:3](=[O:4])[N:5]1[CH:6]([C:12]#[N:13])[CH2:7][CH2:8][CH:9]1[C:10]#[CH:11].[NH2:14][C:15]([CH2:16][O:17][c:18]1[n:19][cH:20][c:21]([C:22]#[N:23])[cH:24][cH:25]1)([CH3:26])[CH3:27]>>[CH2:2]([C:3](=[O:4])[N:5]1[CH:6]([C:12]#[N:13])[CH2:7][CH2:8][CH:9]1[C:10]#[CH:11])[NH:14][C:15]([CH2:16][O:17][c:18]1[n:19][cH:20][c:21]([C:22]#[N:23])[cH:24][cH:25]1)([CH3:26])[CH3:27]. Reported procedure: To a solution of tert-butyl 7-(4-(trifluoromethyl)phenyl)-3,4-dihydroisoquinoline-2(1H)-carboxylate (1.4 g, 3.7 mmol) in DCM (3 mL) was added 4.0M HCl in dioxane (4.6 mL, 18.56 mmol) and stirred at rt for 3 h, Diethylether (200 mL) was then added and the mixture was stirred at rt for 30 min and then filtered and washed with diethylether and dried to give the title compound (1.3 grams). The solvent is C(Cl)Cl (DCM). Starting materials: FC(C1=CC=C(C=C1)C1=CC=C2CCN(CC2=C1)C(=O)OC(C)(C)C)(F)F (tert-butyl 7-(4-(trifluoromethyl)phenyl)-3,4-dihydroisoquinoline-2(1H)-carboxylate), Cl (HCl), O1CCOCC1 (dioxane), C(C)OCC (Diethylether). Yields the product Cl.FC(C1=CC=C(C=C1)C1=CC=C2CCNCC2=C1)(F)F (7-(4-(trifluoromethyl)phenyl)-1,2,3,4-tetrahydroisoquinoline hydrochloride). Reaction SMILES: [F:1][C:2]([F:27])([F:26])[C:3]1[CH:8]=[CH:7][C:6]([C:9]2[CH:18]=[C:17]3[C:12]([CH2:13][CH2:14][N:15](C(OC(C)(C)C)=O)[CH2:16]3)=[CH:11][CH:10]=2)=[CH:5][CH:4]=1.[ClH:28].O1CCOCC1.C(OCC)C>C(Cl)Cl>[ClH:28].[F:27][C:2]([F:1])([F:26])[C:3]1[CH:4]=[CH:5][C:6]([C:9]2[CH:18]=[C:17]3[C:12]([CH2:13][CH2:14][NH:15][CH2:16]3)=[CH:11][CH:10]=2)=[CH:7][CH:8]=1 |f:5.6|. Run at time 3 hour. Reactants: Cl (Hydrochloric acid), C(C)OC(=O)C=1C=NN(C1)C1=NC2=CC=C(C=C2C(N1COCC[Si](C)(C)C)=O)NC(C1=CC=CC=C1)=O (1-[6-benzoylamino-4-oxo-3-(2-trimethylsilanyl-ethoxymethyl)-3,4-dihydro-quinazolin-2-yl]-1H-pyrazole-4-carboxylic acid ethyl ester), O1CCOCC1 (dioxane). Run in CCOCC (ether). Yields the product C(C)OC(=O)C=1C=NN(C1)C1=NC2=CC=C(C=C2C(N1)=O)NC(C1=CC=CC=C1)=O (1-(6-benzoylamino-4-oxo-3,4-dihydro-quinazolin-2-yl)-1H-pyrazole-4-carboxylic acid ethyl ester). The yield is 79.8%. Reaction SMILES: Cl.[CH2:2]([O:4][C:5]([C:7]1[CH:8]=[N:9][N:10]([C:12]2[N:21](COCC[Si](C)(C)C)[C:20](=[O:30])[C:19]3[C:14](=[CH:15][CH:16]=[C:17]([NH:31][C:32](=[O:39])[C:33]4[CH:38]=[CH:37][CH:36]=[CH:35][CH:34]=4)[CH:18]=3)[N:13]=2)[CH:11]=1)=[O:6])[CH3:3].O1CCOCC1>CCOCC>[CH2:2]([O:4][C:5]([C:7]1[CH:8]=[N:9][N:10]([C:12]2[NH:21][C:20](=[O:30])[C:19]3[C:14](=[CH:15][CH:16]=[C:17]([NH:31][C:32](=[O:39])[C:33]4[CH:34]=[CH:35][CH:36]=[CH:37][CH:38]=4)[CH:18]=3)[N:13]=2)[CH:11]=1)=[O:6])[CH3:3]. Procedure details: Hydrochloric acid (4M in dioxane, 2.0 mL, 8.0 mmol) was added to a solution of 1-[6-benzoylamino-4-oxo-3-(2-trimethylsilanyl-ethoxymethyl)-3,4-dihydro-quinazolin-2-yl]-1H-pyrazole-4-carboxylic acid ethyl ester (0.239 g, 0.488 mmol) and dioxane (2.0 mL). The reaction mixture was stirred at room temperature for 18 h, at which point ether (10 mL) was added and the precipitate was collected to yield the titled compound (0.157 g, 86% yield). MS (ESI/Cl): mass calcd. for C21H17N5O4, 403.1; m/z found, ... The reactants are O=C([O-])[O-], Cc1ccccc1, CC#N, Fc1ccc(C(OCCCl)c2ccc(F)cc2)cc1, [K+], [K+], OCCN1CCNCC1. The product is OCCN1CCN(CCOC(c2ccc(F)cc2)c2ccc(F)cc2)CC1. RXN SMILES: [C:10](=[O:11])([O-:12])[O-:13].[CH3:35][c:36]1[cH:37][cH:38][cH:39][cH:40][cH:41]1.[CH3:42][C:43]#[N:44].[Cl:16][CH2:17][CH2:18][O:19][CH:20]([c:21]1[cH:22][cH:23][c:24]([F:27])[cH:25][cH:26]1)[c:28]1[cH:29][cH:30][c:31]([F:34])[cH:32][cH:33]1.[K+:14].[K+:15].[OH:1][CH2:2][CH2:3][N:4]1[CH2:5][CH2:6][NH:7][CH2:8][CH2:9]1>>[OH:1][CH2:2][CH2:3][N:4]1[CH2:5][CH2:6][N:7]([CH2:17][CH2:18][O:19][CH:20]([c:21]2[cH:22][cH:23][c:24]([F:27])[cH:25][cH:26]2)[c:28]2[cH:29][cH:30][c:31]([F:34])[cH:32][cH:33]2)[CH2:8][CH2:9]1. Reactants: O=Cc1ccc(OCc2ccccc2)c(C(=O)OCc2ccccc2)c1, CN1CCCC1=O, Cl, Cl, NO, O. The product is N#Cc1ccc(OCc2ccccc2)c(C(=O)OCc2ccccc2)c1. Reaction SMILES: [CH2:1]([c:2]1[cH:3][cH:4][cH:5][cH:6][cH:7]1)[O:8][C:9]([c:10]1[c:11]([O:18][CH2:19][c:20]2[cH:21][cH:22][cH:23][cH:24][cH:25]2)[cH:12][cH:13][c:14]([CH:16]=[O:17])[cH:15]1)=[O:26].[CH3:30][N:31]1[CH2:32][CH2:33][CH2:34][C:35]1=[O:36].[ClH:27].[ClH:37].[NH2:28][OH:29].[OH2:38]>>[CH2:1]([c:2]1[cH:3][cH:4][cH:5][cH:6][cH:7]1)[O:8][C:9]([c:10]1[c:11]([O:18][CH2:19][c:20]2[cH:21][cH:22][cH:23][cH:24][cH:25]2)[cH:12][cH:13][c:14]([C:16]#[N:31])[cH:15]1)=[O:26].